Dataset: the Open Reaction Database (ORD), a public repository of structured organic reaction records. Task: describe an organic reaction: reactants, conditions, products, and yield The reactants are O(C1=CC=CC=C1)CCSCC1=C(C=CC=C1)C=1C(=CC=CC1)C(=O)O (2′-(2-Phenoxy-ethylsulfanylmethyl)-biphenyl-2-carboxylic acid), 1,1-carbonyldiimidazole, CN(CCCCN)C (4-dimethylaminobutylamine), CN(CCCNC(=O)C=1C=C(C=CC1)C1=CC=C(C=C1)CSCCOC1=CC=CC=C1)C (4′-(2-phenoxy-ethylsulfanylmethyl)-biphenyl-3-carboxylic acid (3-dimethylamino-propyl)-amide). Run in C1CCOC1 (THF). Product: CN(CCCCNC(=O)C=1C(=CC=CC1)C1=C(C=CC=C1)CSCCOC1=CC=CC=C1)C (2′-(2-Phenoxy-ethylsulfanylmethyl)-biphenyl-2-carboxylic acid (4-dimethylamino-butyl)-amide). As a reaction SMILES: CN(C)CCCNC(C1C=C(C2C=CC(CSCCOC3C=CC=CC=3)=CC=2)C=CC=1)=O.[O:33]([CH2:40][CH2:41][S:42][CH2:43][C:44]1[CH:49]=[CH:48][CH:47]=[CH:46][C:45]=1[C:50]1[C:51]([C:56]([OH:58])=O)=[CH:52][CH:53]=[CH:54][CH:55]=1)[C:34]1[CH:39]=[CH:38][CH:37]=[CH:36][CH:35]=1.[CH3:59][N:60]([CH3:66])[CH2:61][CH2:62][CH2:63][CH2:64][NH2:65]>C1COCC1>[CH3:59][N:60]([CH3:66])[CH2:61][CH2:62][CH2:63][CH2:64][NH:65][C:56]([C:51]1[C:50]([C:45]2[CH:46]=[CH:47][CH:48]=[CH:49][C:44]=2[CH2:43][S:42][CH2:41][CH2:40][O:33][C:34]2[CH:39]=[CH:38][CH:37]=[CH:36][CH:35]=2)=[CH:55][CH:54]=[CH:53][CH:52]=1)=[O:58]. Reported procedure: 2′-(2-Phenoxy-ethylsulfanylmethyl)-biphenyl-2-carboxylic acid (4-dimethylamino-butyl)-amide was synthesized as described for 4′-(2-phenoxy-ethylsulfanylmethyl)-biphenyl-3-carboxylic acid (3-dimethylamino-propyl)-amide. 2′-(2-Phenoxy-ethylsulfanylmethyl)-biphenyl-2-carboxylic acid (1.0 g, 2.74 mmol, 1 eq.) in anhydrous THF was treated with 1,1-carbonyldiimidazole (0.45 g, 2.79 mmol, 1.02 eq.) and 4-dimethylaminobutylamine (0.35 g, 3.01 mmol, 1.1 eq.). When complete, the reaction was worked up as ... The reactants are [BH4-].[Na+] (NaBH4), FC1=CC2=C(SC(=C2C)C=O)C=C1 (5-fluoro-3-methyl-benzo[b]thiophene-2-carbaldehyde), CN (methylamine), [BH4-].[Na+] (NaBH4). Run in CO (methanol). Reaction conditions: time 8 hour. Yields the product FC1=CC2=C(SC(=C2C)CNC)C=C1 ((5-Fluoro-3-methyl-benzo[b]thiophen-2-ylmethyl)methylamine). Reaction SMILES: [F:1][C:2]1[CH:13]=[CH:12][C:5]2[S:6][C:7]([CH:10]=O)=[C:8]([CH3:9])[C:4]=2[CH:3]=1.[CH3:14][NH2:15].[BH4-].[Na+]>CO>[F:1][C:2]1[CH:13]=[CH:12][C:5]2[S:6][C:7]([CH2:10][NH:15][CH3:14])=[C:8]([CH3:9])[C:4]=2[CH:3]=1 |f:2.3|. Procedure: To 5-fluoro-3-methyl-benzo[b]thiophene-2-carbaldehyde (5.43 g, 28.0 mmol) was added a solution of 2 M methylamine in methanol (94 mL) and the resulting mixture was stirred overnight at room temperature. The mixture was concentrated under reduced pressure and the residue taken up in ethanol (90 mL). The solution was cooled to 0° C. and then NaBH4 (1.06 g, 28.0 mmol) was added in one portion. The mixture was stirred 4 hr, after which time NaBH4 (0.54 g, 14.0 mmol) was added and the mixture was sti... The reactants are ClC1=NC=C(N=C1C)C (2-chloro-3,5-dimethylpyrazine), C1(=CC=CC=C1)C=1C=C2C=CC(=CC2=CC1)B(O)O (6-phenylnaphthalene-2-boronic acid), C([O-])([O-])=O.[Na+].[Na+] (sodium carbonate). Reagents/catalysts: C1=CC=C(C=C1)P(C2=CC=CC=C2)C3=CC=CC=C3.C1=CC=C(C=C1)P(C2=CC=CC=C2)C3=CC=CC=C3.Cl[Pd]Cl (bis(triphenylphosphine)palladium(II)dichloride). Solvent: O (Water), O (water), C(C)#N (acetonitrile). Yields the product CC=1C(=NC=C(N1)C)C1=CC2=CC=C(C=C2C=C1)C1=CC=CC=C1 (3,5-Dimethyl-2-(6-phenylnaphthalen-2-yl)pyrazine). The yield is 82.0%. RXN SMILES: Cl[C:2]1[C:7]([CH3:8])=[N:6][C:5]([CH3:9])=[CH:4][N:3]=1.[C:10]1([C:16]2[CH:17]=[C:18]3[C:23](=[CH:24][CH:25]=2)[CH:22]=[C:21](B(O)O)[CH:20]=[CH:19]3)[CH:15]=[CH:14][CH:13]=[CH:12][CH:11]=1.C(=O)([O-])[O-].[Na+].[Na+]>C1C=CC(P(C2C=CC=CC=2)C2C=CC=CC=2)=CC=1.C1C=CC(P(C2C=CC=CC=2)C2C=CC=CC=2)=CC=1.Cl[Pd]Cl.O.C(#N)C>[CH3:8][C:7]1[C:2]([C:21]2[CH:20]=[CH:19][C:18]3[C:23](=[CH:24][CH:25]=[C:16]([C:10]4[CH:15]=[CH:14][CH:13]=[CH:12][CH:11]=4)[CH:17]=3)[CH:22]=2)=[N:3][CH:4]=[C:5]([CH3:9])[N:6]=1 |f:2.3.4,5.6.7|. Procedure: First, into a recovery flask equipped with a reflux pipe were placed 0.24 g of 2-chloro-3,5-dimethylpyrazine, 0.41 g of 6-phenylnaphthalene-2-boronic acid, 0.18 g of sodium carbonate, 0.008 g of bis(triphenylphosphine)palladium(II)dichloride (abbreviation: Pd(PPh3)2Cl2), 10 mL of water, and 10 mL of acetonitrile, and the air in the flask was replaced with argon. This reaction container was irradiated with microwaves (2.45 GHz, 100 W) for 30 minutes, so that heating was performed. Then, the react... Starting materials: NC1=CC=C(C=C1)B(O)O (4-aminophenylboronic acid), N1(C=NC=C1)CC=1C=CC(=NC1)Br (5-Imidazol-1-ylmethyl-2-bromopyridine). Product: N1(C=NC=C1)CC=1C=CC(=NC1)C1=CC=C(C=C1)N (4-(5-Imidazol-1-ylmethyl-pyridin-2-yl)-phenylamine). As a reaction SMILES: [NH2:1][C:2]1[CH:7]=[CH:6][C:5](B(O)O)=[CH:4][CH:3]=1.[N:11]1([CH2:16][C:17]2[CH:18]=[CH:19][C:20](Br)=[N:21][CH:22]=2)[CH:15]=[CH:14][N:13]=[CH:12]1>>[N:11]1([CH2:16][C:17]2[CH:18]=[CH:19][C:20]([C:5]3[CH:6]=[CH:7][C:2]([NH2:1])=[CH:3][CH:4]=3)=[N:21][CH:22]=2)[CH:15]=[CH:14][N:13]=[CH:12]1. Reported procedure: Synthesized using 4-aminophenylboronic acid (173 mg, 1.26 mmol) and 1a (150 mg, 0.63 mmol) according to Method C. White solid. Yield: 35 mg, 0.14 mmol, 22%. 1H NMR (500 MHz, CDCl3): δH (ppm): 5.14 (s, 2H), 6.76 (d, J=8.5 Hz, 2H), 6.92 (s, 1H), 6.93 (brs, 1H), 7.12 (s, 1H), 7.43 (dd, J=8.5, 2.5 Hz, 1H), 7.60 (brs, 1H), 7.62 (d, J=8.5 Hz, 1H), 7.82 (d, J=8.5 Hz, 2H), 8.52 (d, J=1.5 Hz, 1H); MS (ESI): m/z=250.74 [M+H]+. Reactants: C1(=CC=CC=C1)P(C1=CC=CC=C1)(C1=CC=CC=C1)=O (triphenylphosphine oxide), FC(S(=O)(=O)OS(=O)(=O)C(F)(F)F)(F)F (trifluoromethanesulfonic anhydride), C(C1=CC=CC=C1)SC(CNC(=O)C=1NC2=C(C=C(C=C2C1)OC(F)(F)F)N(S(=O)(=O)C=1SC=CC1)C)CN1CCOCC1 (N-[2-(benzylthio)-3-morpholinopropyl]-7-[methyl(2-thienylsulfonyl)amino]-5-(trifluoromethoxy)-1H-indole-2-carboxamide), CSC (dimethylsulfide). Solvent: ClCCl (dichloromethane), O (Water), ClCCl (dichloromethane). Reaction conditions: time 10 minute. The product is CN(S(=O)(=O)C=1SC=CC1)C=1C=C(C=C2C=C(NC12)C=1SC(CN1)CN1CCOCC1)OC(F)(F)F (N-methyl-N-[2-[5-(morpholinomethyl)-4,5-dihydro-1,3-thiazol-2-yl]-5-(trifluoromethoxy)-1H-indol-7-yl]thiophene-2-sulfonamide). Yield: 44.7%. RXN SMILES: C1(P(=O)(C2C=CC=CC=2)C2C=CC=CC=2)C=CC=CC=1.FC(F)(F)S(OS(C(F)(F)F)(=O)=O)(=O)=O.C([S:43][CH:44]([CH2:73][N:74]1[CH2:79][CH2:78][O:77][CH2:76][CH2:75]1)[CH2:45][NH:46][C:47]([C:49]1[NH:50][C:51]2[C:56]([CH:57]=1)=[CH:55][C:54]([O:58][C:59]([F:62])([F:61])[F:60])=[CH:53][C:52]=2[N:63]([CH3:72])[S:64]([C:67]1[S:68][CH:69]=[CH:70][CH:71]=1)(=[O:66])=[O:65])=O)C1C=CC=CC=1.CSC>ClCCl.O>[CH3:72][N:63]([C:52]1[CH:53]=[C:54]([O:58][C:59]([F:62])([F:60])[F:61])[CH:55]=[C:56]2[C:51]=1[NH:50][C:49]([C:47]1[S:43][CH:44]([CH2:73][N:74]3[CH2:79][CH2:78][O:77][CH2:76][CH2:75]3)[CH2:45][N:46]=1)=[CH:57]2)[S:64]([C:67]1[S:68][CH:69]=[CH:70][CH:71]=1)(=[O:65])=[O:66]. Reported procedure: To a solution of triphenylphosphine oxide (670 mg) in dichloromethane (15 mL) was added trifluoromethanesulfonic anhydride (340 mg) under ice-cooling, and the mixture was stirred for 10 min. A solution of N-[2-(benzylthio)-3-morpholinopropyl]-7-[methyl(2-thienylsulfonyl)amino]-5-(trifluoromethoxy)-1H-indole-2-carboxamide (400 mg) and dimethylsulfide (40 mg) in dichloromethane (15 mL) was added dropwise to the reaction mixture under ice-cooling, and the mixture was stirred for 2 hr under ice-cool... Reactants: dimethyl acetal, CN(C(=O)NC=1SC(=NN1)C)CCC=O (3-[1-methyl-3-(5-methyl-1,3,4-thiadiazol-2-yl)ureido]propionaldehyde), Cl (hydrochloric acid). Run in O (water). The product is CC1=NN=C(S1)N1C(N(CCC1O)C)=O (tetrahydro-1-(5-methyl-1,3,4-thiadiazol-2-yl)-3-methyl-6-hydroxy-2 (1H)-pyrimidinone). RXN SMILES: [CH3:1][N:2]([CH2:12][CH2:13][CH:14]=[O:15])[C:3]([NH:5][C:6]1[S:7][C:8]([CH3:11])=[N:9][N:10]=1)=[O:4].Cl>O>[CH3:11][C:8]1[S:7][C:6]([N:5]2[CH:14]([OH:15])[CH2:13][CH2:12][N:2]([CH3:1])[C:3]2=[O:4])=[N:10][N:9]=1. Procedure: The dimethyl acetal of 3-[1-methyl-3-(5-methyl-1,3,4-thiadiazol-2-yl)ureido]propionaldehyde (15 grams), water (400 ml) and hydrochloric acid (4 ml) are charged into a glass reaction vessel equipped with a mechanical stirrer, thermometer and reflux condenser. The reaction mixture is heated at reflux for a period of about 15 minutes. The reaction mixture is then filtered while hot and the filtrate is cooled to form a precipitate. The precipitate is recovered by filtration, is dried and is recrysta... Starting materials: [OH-].[Li+] (Lithium hydroxide), FC1=C(CN(C(CCC2=CC=C(OCC3=C(C(=O)OC)C=CC=C3)C=C2)=O)CCCCCCC)C=CC(=C1)F (methyl 2-[(4-{3-[(2,4-difluorobenzyl)(heptyl)amino]-3-oxopropyl}phenoxy)methyl]benzoate). Run in C1CCOC1 (THF), O (water). Conditions: time 7 minute. Yields the product FC1=C(CN(C(CCC2=CC=C(OCC3=C(C(=O)O)C=CC=C3)C=C2)=O)CCCCCCC)C=CC(=C1)F (2-[(4-{3-[(2,4-Difluorobenzyl)(heptyl)amino]-3-oxopropyl}phenoxy)methyl]benzoic acid). Yield: 83.4%. As a reaction SMILES: [OH-].[Li+].[F:3][C:4]1[CH:40]=[C:39]([F:41])[CH:38]=[CH:37][C:5]=1[CH2:6][N:7]([CH2:30][CH2:31][CH2:32][CH2:33][CH2:34][CH2:35][CH3:36])[C:8](=[O:29])[CH2:9][CH2:10][C:11]1[CH:28]=[CH:27][C:14]([O:15][CH2:16][C:17]2[CH:26]=[CH:25][CH:24]=[CH:23][C:18]=2[C:19]([O:21]C)=[O:20])=[CH:13][CH:12]=1>O.C1COCC1>[F:3][C:4]1[CH:40]=[C:39]([F:41])[CH:38]=[CH:37][C:5]=1[CH2:6][N:7]([CH2:30][CH2:31][CH2:32][CH2:33][CH2:34][CH2:35][CH3:36])[C:8](=[O:29])[CH2:9][CH2:10][C:11]1[CH:28]=[CH:27][C:14]([O:15][CH2:16][C:17]2[CH:26]=[CH:25][CH:24]=[CH:23][C:18]=2[C:19]([OH:21])=[O:20])=[CH:13][CH:12]=1 |f:0.1|. Reported procedure: Lithium hydroxide (13.3 mg, 0.554 mmol) in water (1 ml) was added into methyl 2-[(4-{3-[(2,4-difluorobenzyl)(heptyl)amino]-3-oxopropyl}phenoxy)methyl]benzoate (149 mg, 0.277 mmol) dissolved in THF (2 ml). The mixture was then placed in microwave oven (Smith Synthesizer) at 150° C. for 7 minutes and then evaporated to remove THF. The residue was acidified with 1% hydrochloric acid, pH˜4, and extracted with ethyl acetate (×2). The organic extracts were combined and washed with brine and dried with... The reactants are C(=O)([O-])[O-].[K+].[K+] (K2CO3), CS(=O)(=O)Cl (methanesulfonyl chloride), C(C)OC(CCC1=NNC(C2=CC(=CC=C12)OC)=O)=O (3-(6-methoxy-4-oxo-3,4-dihydro-phthalazin-1-yl)-propionic acid ethyl ester), [H-].[Na+] (NaH), CS(=O)(=O)Cl (methanesulfonyl chloride). Solvent: C(C)#N (acetonitrile). Conditions: temperature 55 celsius, time 8 hour. Yields the product C(C)OC(CCC1=NN(C(C2=CC(=CC=C12)OC)=O)S(=O)(=O)C)=O (3-(3-Methanesulfonyl-6-methoxy-4-oxo-3,4-dihydro-phthalazin-yl)-propionic acid ethyl ester). Yield: 17.5%. Reaction SMILES: [CH2:1]([O:3][C:4](=[O:20])[CH2:5][CH2:6][C:7]1[C:16]2[C:11](=[CH:12][C:13]([O:17][CH3:18])=[CH:14][CH:15]=2)[C:10](=[O:19])[NH:9][N:8]=1)[CH3:2].[H-].[Na+].[CH3:23][S:24](Cl)(=[O:26])=[O:25].C([O-])([O-])=O.[K+].[K+]>C(#N)C>[CH2:1]([O:3][C:4](=[O:20])[CH2:5][CH2:6][C:7]1[C:16]2[C:11](=[CH:12][C:13]([O:17][CH3:18])=[CH:14][CH:15]=2)[C:10](=[O:19])[N:9]([S:24]([CH3:23])(=[O:26])=[O:25])[N:8]=1)[CH3:2] |f:1.2,4.5.6|. Procedure: A suspension of 3-(6-methoxy-4-oxo-3,4-dihydro-phthalazin-1-yl)-propionic acid ethyl ester (4 g, 0.0145 mole), prepared as described in example 119, and NaH (0.638 g, 0.016 mole) in acetonitrile (80 ml) was heated at 55° C. After 2 hours the mixture was cooled, added with methanesulfonyl chloride (1.35 ml, 0.017 mole), and stirred at room temperature overnight. K2CO3 (2 g, 0.0145 mole) and methanesulfonyl chloride (1.12 ml, 0.0145 mole) were added, and the mixture was stirred overnight, then dri... The reactants are CCO, O=C([O-])c1ccc(CNC(=O)c2cccc([N+](=O)[O-])c2)cc1, NN, O. Yields the product NNC(=O)c1ccc(CNC(=O)c2cccc([N+](=O)[O-])c2)cc1. RXN SMILES: [CH3:26][CH2:27][OH:28].[N+:1](=[O:2])([O-:3])[c:4]1[cH:5][c:6]([C:7](=[O:8])[NH:9][CH2:10][c:11]2[cH:12][cH:13][c:14]([C:15](=[O:16])[O-:17])[cH:18][cH:19]2)[cH:20][cH:21][cH:22]1.[NH2:24][NH2:25].[OH2:23]>>[N+:1](=[O:2])([O-:3])[c:4]1[cH:5][c:6]([C:7](=[O:8])[NH:9][CH2:10][c:11]2[cH:12][cH:13][c:14]([C:15](=[O:16])[NH:24][NH2:25])[cH:18][cH:19]2)[cH:20][cH:21][cH:22]1.